This data is from the Open Reaction Database (ORD), a public repository of structured organic reaction records. The task is: describe an organic reaction: reactants, conditions, products, and yield Starting materials: BrC1=CC=C(COCCOCCCCCCN2C(O[C@@H](C2)C2=CC3=C(OC(OC3)(C)C)C=C2)=O)C=C1 ((5R)-3-(6-{2-[(4-bromobenzyl)oxy]ethoxy}hexyl)-5-(2,2-dimethyl-4H-1,3-benzodioxin-6-yl)-1,3-oxazolidin-2-one), C1(=CC=CC=C1)P(C1=C(C2=CC=CC=C2C=C1)C1=C(C=CC2=CC=CC=C12)P(C1=CC=CC=C1)C1=CC=CC=C1)C1=CC=CC=C1 (racemic-2,2′-bis(diphenylphosphino)-1,1′-binaphthyl), C([O-])([O-])=O.[Cs+].[Cs+] (cesium carbonate), C(C1=CC=CC=C1)(C1=CC=CC=C1)=N (benzophenone imine). Reagents/catalysts: C(C)(=O)[O-].[Pd+2].C(C)(=O)[O-] (palladium (II) acetate). Solvent: ClCCl (dichloromethane), C1(=CC=CC=C1)C (toluene), C1(=CC=CC=C1)C (toluene). The product is CC1(OCC2=C(O1)C=CC(=C2)[C@@H]2CN(C(O2)=O)CCCCCCOCCOCC2=CC=C(C=C2)N=C(C2=CC=CC=C2)C2=CC=CC=C2)C ((5R)-5-(2,2-Dimethyl-4H-1,3-benzodioxin-6-yl)-3-{6-[2-({4-[(diphenylmethylene)amino]benzyl}oxy)ethoxy]hexyl}-1,3-oxazolidin-2-one). As a reaction SMILES: C1(P(C2C=CC=CC=2)C2C=CC3C(=CC=CC=3)C=2C2C3C(=CC=CC=3)C=CC=2P(C2C=CC=CC=2)C2C=CC=CC=2)C=CC=CC=1.C(=O)([O-])[O-].[Cs+].[Cs+].[C:53](=[NH:66])([C:60]1[CH:65]=[CH:64][CH:63]=[CH:62][CH:61]=1)[C:54]1[CH:59]=[CH:58][CH:57]=[CH:56][CH:55]=1.Br[C:68]1[CH:102]=[CH:101][C:71]([CH2:72][O:73][CH2:74][CH2:75][O:76][CH2:77][CH2:78][CH2:79][CH2:80][CH2:81][CH2:82][N:83]2[CH2:87][C@@H:86]([C:88]3[CH:99]=[CH:98][C:91]4[O:92][C:93]([CH3:97])([CH3:96])[O:94][CH2:95][C:90]=4[CH:89]=3)[O:85][C:84]2=[O:100])=[CH:70][CH:69]=1>C1(C)C=CC=CC=1.C([O-])(=O)C.[Pd+2].C([O-])(=O)C.ClCCl>[CH3:96][C:93]1([CH3:97])[O:92][C:91]2[CH:98]=[CH:99][C:88]([C@H:86]3[O:85][C:84](=[O:100])[N:83]([CH2:82][CH2:81][CH2:80][CH2:79][CH2:78][CH2:77][O:76][CH2:75][CH2:74][O:73][CH2:72][C:71]4[CH:70]=[CH:69][C:68]([N:66]=[C:53]([C:60]5[CH:61]=[CH:62][CH:63]=[CH:64][CH:65]=5)[C:54]5[CH:59]=[CH:58][CH:57]=[CH:56][CH:55]=5)=[CH:102][CH:101]=4)[CH2:87]3)=[CH:89][C:90]=2[CH2:95][O:94]1 |f:1.2.3,7.8.9|. Procedure: A mixture of palladium (II) acetate (40 mg), racemic-2,2′-bis(diphenylphosphino)-1,1′-binaphthyl (166 mg) and cesium carbonate (811 mg) under nitrogen was treated with toluene (15 ml) and benzophenone imine (0.36 ml) followed by a solution of (5R)-3-(6-{2-[(4-bromobenzyl)oxy]ethoxy}hexyl)-5-(2,2-dimethyl-4H-1,3-benzodioxin-6-yl)-1,3-oxazolidin-2-one (1.00 g) in toluene (10 ml). The stirred mixture was heated to 100° for 18 h. The mixture was cooled to 20°, dichloromethane (25 ml) was added and t... Starting materials: CC(C)(C)OC(=O)N1CCOC(c2ccc(N)cc2F)C1, CCN(C(C)C)C(C)C, ClCCl, O=C(O)c1ccnc(C(F)(F)F)c1, CN(C)C=O. Yields the product CC(C)(C)OC(=O)N1CCOC(c2ccc(NC(=O)c3ccnc(C(F)(F)F)c3)cc2F)C1. RXN SMILES: [C:14]([CH3:15])([CH3:16])([CH3:17])[O:18][C:19](=[O:20])[N:21]1[CH2:22][CH:23]([c:27]2[c:28]([F:34])[cH:29][c:30]([NH2:33])[cH:31][cH:32]2)[O:24][CH2:25][CH2:26]1.[CH2:35]([N:36]([CH:37]([CH3:38])[CH3:39])[CH:40]([CH3:41])[CH3:42])[CH3:43].[Cl:44][CH2:45][Cl:46].[F:1][C:2]([c:3]1[n:4][cH:5][cH:6][c:7]([C:9](=[O:10])[OH:11])[cH:8]1)([F:12])[F:13].[O:47]=[CH:48][N:49]([CH3:50])[CH3:51]>>[F:1][C:2]([c:3]1[n:4][cH:5][cH:6][c:7]([C:9](=[O:11])[NH:33][c:30]2[cH:29][c:28]([F:34])[c:27]([CH:23]3[CH2:22][N:21]([C:19]([O:18][C:14]([CH3:15])([CH3:16])[CH3:17])=[O:20])[CH2:26][CH2:25][O:24]3)[cH:32][cH:31]2)[cH:8]1)([F:12])[F:13]. As a reaction SMILES: [Cl:1][C:2]1[C:7](I)=[CH:6][N:5]=[C:4]([N:9]=[CH:10][N:11]([CH3:13])[CH3:12])[N:3]=1.C(O)C.[Cl:17][C:18]1[CH:23]=[CH:22][C:21]([C:24]#[CH:25])=[CH:20][CH:19]=1>[Cu]I.Cl[Pd](Cl)([P](C1C=CC=CC=1)(C1C=CC=CC=1)C1C=CC=CC=1)[P](C1C=CC=CC=1)(C1C=CC=CC=1)C1C=CC=CC=1.C(N(CC)CC)C>[Cl:1][C:2]1[C:7]([C:25]#[C:24][C:21]2[CH:22]=[CH:23][C:18]([Cl:17])=[CH:19][CH:20]=2)=[CH:6][N:5]=[C:4]([N:9]=[CH:10][N:11]([CH3:13])[CH3:12])[N:3]=1 |^1:30,49|. Reactants: ClC1=NC(=NC=C1I)N=CN(C)C (4-chloro-2-(dimethylaminomethyleneamino)-5-iodopyrimidine), C(C)O (ethanol), ClC1=CC=C(C=C1)C#C (1-chloro-4-ethynylbenzene). The reagents and catalysts are [Cu]I (Copper (I) iodide), Cl[Pd]([P](C1=CC=CC=C1)(C2=CC=CC=C2)C3=CC=CC=C3)([P](C4=CC=CC=C4)(C5=CC=CC=C5)C6=CC=CC=C6)Cl (dichlorobis(triphenylphosphine)palladium). Reported procedure: A 1-liter, 3-neck-round-bottom flask was equipped with an air stirrer, reflux condenser, and a nitrogen inlet. The 4-chloro-2-(dimethylaminomethyleneamino)-5-iodopyrimidine (65.2 g), ethanol (84 mL), and triethylamine (336 mL) were charged and heated to reflux. Copper (I) iodide (105 mg) and dichlorobis(triphenyl)phosphine palladium II (386 mg) were added. Neat 1-chloro-4-ethynylbenzene (30.1 g) was added and the mixture was refluxed approximately 2.5 hours. The mixture was cooled to ambient tem... Run in C(C)N(CC)CC (triethylamine). Yields the product ClC1=NC(=NC=C1C#CC1=CC=C(C=C1)Cl)N=CN(C)C (4-chloro-5-(4-chlorophenylethynyl)-2-dimethylaminomethyleneaminopyrimidine). Run at time 1.5 hour. Reactants: ON=CC1CCCOC1, Cl, N#C[K]. Product: N#CC(=NO)C1CCCOC1. RXN SMILES: [CH:1]([CH:2]1[CH2:3][O:4][CH2:5][CH2:6][CH2:7]1)=[N:8][OH:9].[Cl:10].[K:11][C:12]#[N:13]>>[C:1]([CH:2]1[CH2:3][O:4][CH2:5][CH2:6][CH2:7]1)(=[N:8][OH:9])[C:12]#[N:13]. Starting materials: C(CC)#N (Propionitrile), C(=O)(O)C1=C(CCC2=CC=C(C=C2)Cl)C=CC=C1 (4-(2-carboxyphenethyl)chlorobenzene), N (ammonia). Run in [NH2-].[Na+] (sodamide). Yields the product C(=O)(O)C1=C(CCC2=CC=C(C=C2)C(C#N)C)C=CC=C1 (2-[4-(2-Carboxyphenethyl)phenyl]propionitrile). Isolated yield 43.9%. As a reaction SMILES: [C:1](#[N:4])[CH2:2][CH3:3].[C:5]([C:8]1[CH:22]=[CH:21][CH:20]=[CH:19][C:9]=1[CH2:10][CH2:11][C:12]1[CH:17]=[CH:16][C:15](Cl)=[CH:14][CH:13]=1)([OH:7])=[O:6].N>[NH2-].[Na+]>[C:5]([C:8]1[CH:22]=[CH:21][CH:20]=[CH:19][C:9]=1[CH2:10][CH2:11][C:12]1[CH:17]=[CH:16][C:15]([CH:2]([CH3:3])[C:1]#[N:4])=[CH:14][CH:13]=1)([OH:7])=[O:6] |f:3.4|. Reported procedure: Propionitrile (286.5 g.) is added over the course of 40 minutes and with vigorous stirring to a suspension of sodamide (248 g.) [prepared from sodium (139.5 g.) and liquid ammonia (4 liters)] and then 4-(2-carboxyphenethyl)chlorobenzene (117 g.) is added over the course of 10 minutes. The ammonia is allowed to evaporate during a period of 16 hours. The brown residue is taken up in anaesthetic grade diethyl ether (1 liter) and then in water (2 liters) with care. The alkaline aqueous solution is d...